Dataset: the Open Reaction Database (ORD), a public repository of structured organic reaction records. Task: describe an organic reaction: reactants, conditions, products, and yield The reactants are COC1=CC=C(C=C1)OCC1CO1 (glycidyl 4-methoxyphenyl ether), N1CCC(CC1)CNC(=O)N1C(N(C2=C1C=CC=C2)CC)=O (3-ethyl-2-oxo-2,3-dihydro-benzimidazole-1-carboxylic acid (piperidin-4-ylmethyl)-amide). Product: N1CCC(CC1)CNC(=O)N1C(N(C2=C1C=CC=C2)C(C)C)=O (3-isopropyl-2-oxo-2,3-dihydro-benzimidazole-1-carboxylic acid (piperidin-4-ylmethyl)-amide), O1CC1COC1=CC=CC=C1 (1,2-epoxy-3-phenoxypropane), title compound. As a reaction SMILES: [NH:1]1[CH2:6][CH2:5][CH:4]([CH2:7][NH:8][C:9]([N:11]2[C:15]3[CH:16]=[CH:17][CH:18]=[CH:19][C:14]=3[N:13]([CH2:20][CH3:21])[C:12]2=[O:22])=[O:10])[CH2:3][CH2:2]1.[CH3:23]O[C:25]1[CH:30]=[CH:29][C:28]([O:31][CH2:32][CH:33]2[O:35][CH2:34]2)=[CH:27][CH:26]=1>>[NH:1]1[CH2:6][CH2:5][CH:4]([CH2:7][NH:8][C:9]([N:11]2[C:15]3[CH:16]=[CH:17][CH:18]=[CH:19][C:14]=3[N:13]([CH:20]([CH3:23])[CH3:21])[C:12]2=[O:22])=[O:10])[CH2:3][CH2:2]1.[O:35]1[CH:33]([CH2:32][O:31][C:28]2[CH:27]=[CH:26][CH:25]=[CH:30][CH:29]=2)[CH2:34]1. Procedure details: The procedure given in Example 104 was followed using 3-ethyl-2-oxo-2,3-dihydro-benzimidazole-1-carboxylic acid (piperidin-4-ylmethyl)-amide and glycidyl 4-methoxyphenyl ether as a reactant, instead of 3-isopropyl-2-oxo-2,3-dihydro-benzimidazole-1-carboxylic acid (piperidin-4-ylmethyl)-amide and 1,2-epoxy-3-phenoxypropane, to give the title compound.